Dataset: the Open Reaction Database (ORD), a public repository of structured organic reaction records. Task: describe an organic reaction: reactants, conditions, products, and yield Starting materials: COc1ccc(P2(=S)SP(=S)(c3ccc(OC)cc3)S2)cc1, Cc1ccccc1, O, COc1cc2c(cc1O)CCC1C2CCC2(C)C(=O)CCC12. The product is COc1cc2c(cc1O)CCC1C2CCC2(C)C(=S)CCC12. Reaction SMILES: [CH3:23][O:24][c:25]1[cH:26][cH:27][c:28]([P:29]2(=[S:32])[S:30][P:31]([c:33]3[cH:34][cH:35][c:36]([O:37][CH3:38])[cH:39][cH:40]3)(=[S:41])[S:42]2)[cH:43][cH:44]1.[CH3:46][c:47]1[cH:48][cH:49][cH:50][cH:51][cH:52]1.[OH2:45].[OH:1][c:2]1[cH:3][c:4]2[c:17]([cH:18][c:19]1[O:20][CH3:21])[CH:16]1[CH:7]([CH2:6][CH2:5]2)[CH:8]2[CH2:9][CH2:10][C:11](=[O:22])[C:12]2([CH3:13])[CH2:14][CH2:15]1>>[OH:1][c:2]1[cH:3][c:4]2[c:17]([cH:18][c:19]1[O:20][CH3:21])[CH:16]1[CH:7]([CH2:6][CH2:5]2)[CH:8]2[CH2:9][CH2:10][C:11](=[S:32])[C:12]2([CH3:13])[CH2:14][CH2:15]1. Reactants: COC1=CC=C(C=C1)C(NCCC(C1=CC=CC=C1)C1=CC=CC=C1)C1=CC(=CC=C1)[N+](=O)[O-] (N-[(4-methoxyphenyl)-(3-nitrophenyl)methyl]-N-(3,3-diphenylpropyl)amine), [BH4-].[Na+] (sodium borohydride). Reagents/catalysts: O.O.O.O.O.O.[Ni](Cl)Cl (nickel chloride hexahydrate). Run in C(C)O (ethanol). Product: COC1=CC=C(C=C1)C(C=1C=C(C=CC1)N)NCCC(C1=CC=CC=C1)C1=CC=CC=C1 (3-[(4-Methoxyphenyl)-(3,3-diphenylpropylamino)methyl]phenylamine). Isolated yield 81.0%. RXN SMILES: [CH3:1][O:2][C:3]1[CH:8]=[CH:7][C:6]([CH:9]([C:26]2[CH:31]=[CH:30][CH:29]=[C:28]([N+:32]([O-])=O)[CH:27]=2)[NH:10][CH2:11][CH2:12][CH:13]([C:20]2[CH:25]=[CH:24][CH:23]=[CH:22][CH:21]=2)[C:14]2[CH:19]=[CH:18][CH:17]=[CH:16][CH:15]=2)=[CH:5][CH:4]=1.[BH4-].[Na+]>C(O)C.O.O.O.O.O.O.[Ni](Cl)Cl>[CH3:1][O:2][C:3]1[CH:4]=[CH:5][C:6]([CH:9]([NH:10][CH2:11][CH2:12][CH:13]([C:20]2[CH:21]=[CH:22][CH:23]=[CH:24][CH:25]=2)[C:14]2[CH:15]=[CH:16][CH:17]=[CH:18][CH:19]=2)[C:26]2[CH:27]=[C:28]([NH2:32])[CH:29]=[CH:30][CH:31]=2)=[CH:7][CH:8]=1 |f:1.2,4.5.6.7.8.9.10|. Procedure details: In a similar manner to that described in Example (1b), a solution of N-[(4-methoxyphenyl)-(3-nitrophenyl)methyl]-N-(3,3-diphenylpropyl)amine (3.53 g) [prepared as described in step (a) above] in ethanol (70 ml), nickel chloride hexahydrate (3.71 g) and sodium borohydride (1.18 g) were reacted, to afford the title compound (2.67 g) as a yellow oil. Reactants: C1(CCCC1)N1CC[C@@H]2C3=C(CC[C@H]12)C(=CC=C3)OC (rac-cis-3-cyclopentyl-2,3,3a,4,5,9b-hexahydro-6-methoxy-1H-benzo[e]indole), Cl (HCl). Run in Br (HBr). Conditions: time 1 hour. The product is Cl.C1(CCCC1)N1CC[C@@H]2C3=C(CC[C@H]12)C(=CC=C3)O (rac-cis-3-cyclo-pentyl-2,3,3a,4,5,9b-hexahydro-1H-benzo[e]indol-6-ol hydro-chloride). Yield: 85.1%. Reaction SMILES: [CH:1]1([N:6]2[C@@H:14]3[C@@H:9]([C:10]4[CH:18]=[CH:17][CH:16]=[C:15]([O:19]C)[C:11]=4[CH2:12][CH2:13]3)[CH2:8][CH2:7]2)[CH2:5][CH2:4][CH2:3][CH2:2]1.[ClH:21]>Br>[ClH:21].[CH:1]1([N:6]2[C@@H:14]3[C@@H:9]([C:10]4[CH:18]=[CH:17][CH:16]=[C:15]([OH:19])[C:11]=4[CH2:12][CH2:13]3)[CH2:8][CH2:7]2)[CH2:5][CH2:4][CH2:3][CH2:2]1 |f:3.4|. Procedure: 1.8 g (0.0066 mol) of rac-cis-3-cyclopentyl-2,3,3a,4,5,9b-hexahydro-6-methoxy-1H-benzo[e]indole were dissolved in 0.2 l of 48% aqueous HBr and boiled under reflux for 1 hour. The mixture was cooled and concentrated, whereupon 100 ml of an aqueous NaHCO3 solution and a small amount of 2N NaOH solution were added thereto, the mixture was extracted three times with CH2Cl2 and the extracts were dried with MgSO4, filtered and concentrated. The brown crystals (1.7 g) were dissolved in 30 ml of ethanol... Reactants: ClC1=C(C=CC=C1)C1=NCC(NC2=C1C=C(C(=C2)OC)C)=S (5-(2-chlorophenyl)-1,3-dihydro-8-methoxy-7-methyl-2H-1,4-benzodiazepin-2-thione), COC(C)(N(C)C)OC (1,1-dimethoxy-N,N-dimethyl-ethanamine), NN (hydrazine). Product: ClC1=C(C=CC=C1)C1=NC=2C(=NC3=C1C=C(C(=C3)OC)C)NNC2C (5-(2-chlorophenyl)-1,2-dihydro-3,7-dimethyl-8-methoxy-pyrazolo[3,4-b][1,4]benzodiazepine). Reaction SMILES: [Cl:1][C:2]1[CH:7]=[CH:6][CH:5]=[CH:4][C:3]=1[C:8]1[C:14]2[CH:15]=[C:16]([CH3:21])[C:17]([O:19][CH3:20])=[CH:18][C:13]=2[NH:12][C:11](=S)[CH2:10][N:9]=1.CO[C:25](OC)([N:27](C)C)[CH3:26].[NH2:32]N>>[Cl:1][C:2]1[CH:7]=[CH:6][CH:5]=[CH:4][C:3]=1[C:8]1[C:14]2[CH:15]=[C:16]([CH3:21])[C:17]([O:19][CH3:20])=[CH:18][C:13]=2[N:12]=[C:11]2[NH:32][NH:27][C:25]([CH3:26])=[C:10]2[N:9]=1. Procedure: 5-(2-chlorophenyl)-1,2-dihydro-3,7-dimethyl-8-methoxy-pyrazolo[3,4-b][1,4]benzodiazepine (IVz) was prepared by reacting 0.0005 moles of 5-(2-chlorophenyl)-1,3-dihydro-8-methoxy-7-methyl-2H-1,4-benzodiazepin-2-thione (IIz) with 1,1-dimethoxy-N,N-dimethyl-ethanamine and then hydrazine in a manner analogous to Example 55. MH+/Z=353. Starting materials: BrC=1C=C(N)C=CC1 (3-bromoaniline), Cl.N12CC(C(CC1)CC2)CC(=O)O (1-azabicyclo[2.2.2]oct-3-ylacetic acid hydrochloride), FC1=C(C(=C(C(=C1O)F)F)F)F (pentafluorophenol), C(CCl)Cl (EDC), C([O-])(O)=O.[Na+] (sodium bicarbonate). The solvent is CN(C)C=O (DMF), C(C)(=O)OCC (ethyl acetate), ClCCl (dichloromethane). Run at temperature 0 celsius, time 8 hour. Yields the product Cl.N12CC(C(CC1)CC2)CC(=O)NC2=CC(=CC=C2)Br (2-(1-Azabicyclo[2.2.2]oct-3-yl)-N-(3-bromophenyl)acetamide Hydrochloride). RXN SMILES: Cl.[N:2]12[CH2:9][CH2:8][CH:5]([CH2:6][CH2:7]1)[CH:4]([CH2:10][C:11]([OH:13])=O)[CH2:3]2.FC1C(O)=C(F)C(F)=C(F)C=1F.C(Cl)C[Cl:28].[Br:30][C:31]1[CH:32]=[C:33]([CH:35]=[CH:36][CH:37]=1)[NH2:34].C(=O)(O)[O-].[Na+]>ClCCl.C(OCC)(=O)C.CN(C=O)C>[ClH:28].[N:2]12[CH2:7][CH2:6][CH:5]([CH2:8][CH2:9]1)[CH:4]([CH2:10][C:11]([NH:34][C:33]1[CH:35]=[CH:36][CH:37]=[C:31]([Br:30])[CH:32]=1)=[O:13])[CH2:3]2 |f:0.1,5.6,10.11|. Procedure details: 500 mg (2.34 mmol) of 1-azabicyclo[2.2.2]oct-3-ylacetic acid hydrochloride are suspended in 10 ml of dichloromethane and cooled to 0° C. 1.79 g (9.72 mmol) of pentafluorophenol and 699.0 mg (3.65 mmol) of EDC are added, and the mixture is stirred at room temperature overnight. The residue after concentration in vacuo is mixed with 8 ml of DMF and 627.3 mg (3.56 mmol) of 3-bromoaniline and left to stir at room temperature for a further night. The reaction mixture is stirred with 10 ml of 10% stre... The reactants are N#Cc1ccc(Br)cc1, C#CCCC(=O)O, C1CCNCC1, CCOC(C)=O, [Pd], c1ccc(P(c2ccccc2)c2ccccc2)cc1, c1ccc(P(c2ccccc2)c2ccccc2)cc1, c1ccc(P(c2ccccc2)c2ccccc2)cc1, c1ccc(P(c2ccccc2)c2ccccc2)cc1. Yields the product N#Cc1ccc(C#CCCC(=O)O)cc1. Reaction SMILES: [Br:8][c:9]1[cH:10][cH:11][c:12]([C:13]#[N:14])[cH:15][cH:16]1.[C:1]([CH2:2][CH2:3][C:4]#[CH:5])(=[O:6])[OH:7].[CH2:17]1[CH2:18][CH2:19][NH:20][CH2:21][CH2:22]1.[CH3:23][CH2:24][O:25][C:26](=[O:27])[CH3:28].[Pd:29].[c:30]1([P:31]([c:32]2[cH:33][cH:34][cH:35][cH:36][cH:37]2)[c:38]2[cH:39][cH:40][cH:41][cH:42][cH:43]2)[cH:44][cH:45][cH:46][cH:47][cH:48]1.[c:49]1([P:50]([c:51]2[cH:52][cH:53][cH:54][cH:55][cH:56]2)[c:57]2[cH:58][cH:59][cH:60][cH:61][cH:62]2)[cH:63][cH:64][cH:65][cH:66][cH:67]1.[c:68]1([P:69]([c:70]2[cH:71][cH:72][cH:73][cH:74][cH:75]2)[c:76]2[cH:77][cH:78][cH:79][cH:80][cH:81]2)[cH:82][cH:83][cH:84][cH:85][cH:86]1.[c:87]1([P:88]([c:89]2[cH:90][cH:91][cH:92][cH:93][cH:94]2)[c:95]2[cH:96][cH:97][cH:98][cH:99][cH:100]2)[cH:101][cH:102][cH:103][cH:104][cH:105]1>>[C:1]([CH2:2][CH2:3][C:4]#[C:5][c:9]1[cH:10][cH:11][c:12]([C:13]#[N:14])[cH:15][cH:16]1)(=[O:6])[OH:7]. Starting materials: C1(=CC=C(C=C1)S(=O)(=O)O)C (Toluene-4-sulphonic acid), C1OC(C)([C@H]2CC[C@H]3[C@@H]4CC[C@H]5C[C@@H](CC[C@]5(C)[C@H]4[C@H](C[C@]23C)OC(CN(CCC)CCC)=O)O)OC1 (20,20-ethylenedioxy-11β-dipropylaminoacetoxy-5α-pregnan-3α-ol), C([O-])(O)=O.[Na+] (sodium bicarbonate). Solvent: CC(=O)C (acetone). Product: O[C@H]1C[C@@H]2CC[C@H]3[C@@H]4CC[C@H](C(C)=O)[C@]4(C[C@@H]([C@@H]3[C@]2(CC1)C)OC(CN(CCC)CCC)=O)C (3α-Hydroxy-11β-dipropylaminoacetoxy-5α-pregnan-20-one). RXN SMILES: C1(C)C=CC(S(O)(=O)=O)=CC=1.C1CO[C:14]([C@@H:16]2[C@:33]3([CH3:34])[C@H:19]([C@H:20]4[C@H:30]([C@@H:31]([O:35][C:36](=[O:45])[CH2:37][N:38]([CH2:42][CH2:43][CH3:44])[CH2:39][CH2:40][CH3:41])[CH2:32]3)[C@:28]3([CH3:29])[C@H:23]([CH2:24][C@H:25]([OH:46])[CH2:26][CH2:27]3)[CH2:22][CH2:21]4)[CH2:18][CH2:17]2)([CH3:15])[O:13]1.C(=O)(O)[O-].[Na+]>CC(C)=O>[OH:46][C@@H:25]1[CH2:26][CH2:27][C@@:28]2([CH3:29])[C@@H:23]([CH2:22][CH2:21][C@@H:20]3[C@@H:30]2[C@@H:31]([O:35][C:36](=[O:45])[CH2:37][N:38]([CH2:39][CH2:40][CH3:41])[CH2:42][CH2:43][CH3:44])[CH2:32][C@@:33]2([CH3:34])[C@H:19]3[CH2:18][CH2:17][C@@H:16]2[C:14](=[O:13])[CH3:15])[CH2:24]1 |f:2.3|. Procedure: Toluene-4-sulphonic acid (120 mg) was added to a solution of 20,20-ethylenedioxy-11β-dipropylaminoacetoxy-5α-pregnan-3α-ol (260 mg) in acetone (20 ml). The mixture was kept at room temperature until reaction was judged complete (TLC), when sodium bicarbonate solution was added and the precipitated material collected by filtration. Crystallization from ether-petroleum ether afforded title compound, m.p. 120°-122°, [α]D +92°. Starting materials: C1(=CC=C(C=C1)S(=O)(=O)Cl)C (p-toluenesulphonyl chloride), NC=1C=C2C(=C(N=NC2=CC1)C(=O)O)O (6-amino-4-hydroxycinnolin-3-yl carboxylic acid). Run in CCOCC (ether), N-sodium hydroxide. Reaction conditions: time 16 hour. Yields the product OC1=C(N=NC2=CC=C(C=C12)NS(=O)(=O)C1=CC=C(C=C1)C)C(=O)O (4-hydroxy-6-(p-toluenesulphonylamino)cinnolin-3-yl carboxylic acid). Reaction SMILES: [C:1]1([CH3:11])[CH:6]=[CH:5][C:4]([S:7](Cl)(=[O:9])=[O:8])=[CH:3][CH:2]=1.[NH2:12][C:13]1[CH:14]=[C:15]2[C:20](=[CH:21][CH:22]=1)[N:19]=[N:18][C:17]([C:23]([OH:25])=[O:24])=[C:16]2[OH:26]>CCOCC>[OH:26][C:16]1[C:15]2[C:20](=[CH:21][CH:22]=[C:13]([NH:12][S:7]([C:4]3[CH:5]=[CH:6][C:1]([CH3:11])=[CH:2][CH:3]=3)(=[O:9])=[O:8])[CH:14]=2)[N:19]=[N:18][C:17]=1[C:23]([OH:25])=[O:24]. Procedure details: A solution of p-toluenesulphonyl chloride (7.0 g.) in ether (30 ml.) was added to a stirred solution of 6-amino-4-hydroxycinnolin-3-yl carboxylic acid (1.025 g.) in N-sodium hydroxide solution (15 ml.). The heterogeneous mixture was stirred vigorously for 16 hours. The aqueous phase was separated, washed with ether (2 × 25 ml.), and acidified to pH 2 with 5N-hydrochloric acid. The solid which separated was filtered off, washed with water and dried as much as possible on the filter. The product w... Starting materials: CC(=O)Nc1nc2c(ncn2C2OC(CO)C(O)C2O)c(=O)[nH]1, CCOP(=O)(OCC)C(CC1OC(OC(C)=O)C(OC(=O)c2ccccc2)C1F)Sc1ccccc1, Cl[Sn](Cl)(Cl)Cl, ClCCl. Yields the product CCOP(=O)(OCC)C(CC1OC(n2cnc3c(=O)[nH]c(NC(C)=O)nc32)C(OC(=O)c2ccccc2)C1F)Sc1ccccc1. RXN SMILES: [C:1]([CH3:2])(=[O:3])[NH:4][c:5]1[nH:6][c:7](=[O:23])[c:8]2[n:9][cH:10][n:11]([CH:12]3[O:13][CH:14]([CH2:15][OH:16])[CH:17]([OH:18])[CH:19]3[OH:20])[c:21]2[n:22]1.[C:24]([c:25]1[cH:26][cH:27][cH:28][cH:29][cH:30]1)(=[O:31])[O:32][CH:33]1[CH:34]([O:56][C:57](=[O:58])[CH3:59])[O:35][CH:36]([CH2:39][CH:40]([S:41][c:42]2[cH:43][cH:44][cH:45][cH:46][cH:47]2)[P:48](=[O:49])([O:50][CH2:51][CH3:52])[O:53][CH2:54][CH3:55])[CH:37]1[F:38].[Cl:60][Sn:61]([Cl:62])([Cl:63])[Cl:64].[Cl:65][CH2:66][Cl:67]>>[C:1]([CH3:2])(=[O:3])[NH:4][c:5]1[nH:6][c:7](=[O:23])[c:8]2[n:9][cH:10][n:11]([CH:34]3[CH:33]([O:32][C:24]([c:25]4[cH:26][cH:27][cH:28][cH:29][cH:30]4)=[O:31])[CH:37]([F:38])[CH:36]([CH2:39][CH:40]([S:41][c:42]4[cH:43][cH:44][cH:45][cH:46][cH:47]4)[P:48](=[O:49])([O:50][CH2:51][CH3:52])[O:53][CH2:54][CH3:55])[O:35]3)[c:21]2[n:22]1. Reactants: ClC1=C(C(=NC(=N1)N)NCC1=CC(=CC(=C1)OC)OC)N (6-chloro-N4-(3,5-dimethoxy-benzyl)-pyrimidine-2,4,5-triamine), N(=O)[O-].[Na+] (NaNO2). Yields the product ClC=1C2=C(N=C(N1)N)N(N=N2)CC2=CC(=CC(=C2)OC)OC (7-chloro-3-(3,5-dimethoxy-benzyl)-3H-[1,2,3]triazolo[4,5-d]pyrimidin-5-ylamin). As a reaction SMILES: [Cl:1][C:2]1[N:7]=[C:6]([NH2:8])[N:5]=[C:4]([NH:9][CH2:10][C:11]2[CH:16]=[C:15]([O:17][CH3:18])[CH:14]=[C:13]([O:19][CH3:20])[CH:12]=2)[C:3]=1[NH2:21].[N:22]([O-])=O.[Na+]>>[Cl:1][C:2]1[C:3]2[N:21]=[N:22][N:9]([CH2:10][C:11]3[CH:12]=[C:13]([O:19][CH3:20])[CH:14]=[C:15]([O:17][CH3:18])[CH:16]=3)[C:4]=2[N:5]=[C:6]([NH2:8])[N:7]=1 |f:1.2|. Procedure details: A solution of 6-chloro-N4-(3,5-dimethoxy-benzyl)-pyrimidine-2,4,5-triamine was treated with a cold aqueous solution of NaNO2, following the general procedure 2. HPLC RT was 6.185 min. 1HNMR (CDCl3): δ 6.54–6.53 (d, 2H), 6.41–6.40 (d, 1H), 5.58 (s, 2H), 5.54 (s, 2H), 3.78 (s, 6H).